From a dataset of the Open Reaction Database (ORD), a public repository of structured organic reaction records. describe an organic reaction: reactants, conditions, products, and yield Starting materials: C1(=CC=CC=C1)OC (anisole), C(C)(=O)NC1=CC=C(C=C1)C=1SC(=CN1)C1=C(N2C(C(C2SC1)NC(CC=1SC=CC1)=O)=O)C(=O)OC(C1=CC=CC=C1)C1=CC=CC=C1 (3-[2-(4-acetamido-phenyl)-thiazol-5-yl]-2-benzhydryloxycarbonyl-8-oxo-7-[(thien-2-yl)-acetamido]-5-thia-1-azabicyclo[4.2.0]oct-2-ene). Run in C(=O)O (formic acid). Yields the product C(C)(=O)NC1=CC=C(C=C1)C=1SC(=CN1)C1=C(N2C(C(C2SC1)NC(CC=1SC=CC1)=O)=O)C(=O)O (3-[2-(4-acetamido-phenyl)-thiazol-5-yl]-2-carboxy-8-oxo-7-[(thien-2-yl)-acetamido]-5-thia-1-azabicyclo[4.2.0]oct-2-ene). Yield: 86.3%. Reaction SMILES: [C:1]([NH:4][C:5]1[CH:10]=[CH:9][C:8]([C:11]2[S:12][C:13]([C:16]3[CH2:23][S:22][CH:21]4[N:18]([C:19](=[O:33])[CH:20]4[NH:24][C:25](=[O:32])[CH2:26][C:27]4[S:28][CH:29]=[CH:30][CH:31]=4)[C:17]=3[C:34]([O:36]C(C3C=CC=CC=3)C3C=CC=CC=3)=[O:35])=[CH:14][N:15]=2)=[CH:7][CH:6]=1)(=[O:3])[CH3:2].C1(OC)C=CC=CC=1>C(O)=O>[C:1]([NH:4][C:5]1[CH:6]=[CH:7][C:8]([C:11]2[S:12][C:13]([C:16]3[CH2:23][S:22][CH:21]4[N:18]([C:19](=[O:33])[CH:20]4[NH:24][C:25](=[O:32])[CH2:26][C:27]4[S:28][CH:29]=[CH:30][CH:31]=4)[C:17]=3[C:34]([OH:36])=[O:35])=[CH:14][N:15]=2)=[CH:9][CH:10]=1)(=[O:3])[CH3:2]. Procedure: Following the working method described in Example 4, 3-[2-(4-acetamido-phenyl)-thiazol-5-yl]-2-benzhydryloxycarbonyl-8-oxo-7-[(thien-2-yl)-acetamido]-5-thia-1-azabicyclo[4.2.0]oct-2-ene (1.5 g) is treated with formic acid (25 cc) and anisole (5 cc) at 50° C. for 20 minutes. 3-[2-(4-acetamido-phenyl)-thiazol-5-yl]-2-carboxy-8-oxo-7-[(thien-2-yl)-acetamido]-5-thia-1-azabicyclo[4.2.0]oct-2-ene (0.99 g) is obtained in the form of a yellow solid.